From a dataset of the Open Reaction Database (ORD), a public repository of structured organic reaction records. describe an organic reaction: reactants, conditions, products, and yield The reactants are [BH4-], C1CCOC1, CN(C)CCn1cc(-c2cc3nccc(Oc4ccc([N+](=O)[O-])cc4F)c3s2)ccc1=O, CO, [Na+], Cl[Ni]Cl, O, O, O, O, O, O. Yields the product CN(C)CCn1cc(-c2cc3nccc(Oc4ccc(N)cc4F)c3s2)ccc1=O. RXN SMILES: [BH4-:33].[CH2:37]1[O:38][CH2:39][CH2:40][CH2:41]1.[CH3:1][N:2]([CH2:3][CH2:4][n:5]1[c:6](=[O:31])[cH:7][cH:8][c:9](-[c:11]2[cH:12][c:13]3[n:14][cH:15][cH:16][c:17]([O:20][c:21]4[c:22]([F:30])[cH:23][c:24]([N+:27]([O-:28])=[O:29])[cH:25][cH:26]4)[c:18]3[s:19]2)[cH:10]1)[CH3:32].[CH3:35][OH:36].[Na+:34].[Ni:48]([Cl:49])[Cl:50].[OH2:42].[OH2:43].[OH2:44].[OH2:45].[OH2:46].[OH2:47]>>[CH3:1][N:2]([CH2:3][CH2:4][n:5]1[c:6](=[O:31])[cH:7][cH:8][c:9](-[c:11]2[cH:12][c:13]3[n:14][cH:15][cH:16][c:17]([O:20][c:21]4[c:22]([F:30])[cH:23][c:24]([NH2:27])[cH:25][cH:26]4)[c:18]3[s:19]2)[cH:10]1)[CH3:32]. The reactants are CC(=O)O, O=C(O)c1c(Cl)cc(Cl)c(O)c1[N+](=O)[O-], [Fe]. The product is Nc1c(O)c(Cl)cc(Cl)c1C(=O)O. RXN SMILES: [CH3:17][C:18](=[O:19])[OH:20].[Cl:1][c:2]1[c:3]([OH:15])[c:4]([N+:12]([O-:13])=[O:14])[c:5]([C:6](=[O:7])[OH:8])[c:9]([Cl:11])[cH:10]1.[Fe:16]>>[Cl:1][c:2]1[c:3]([OH:15])[c:4]([NH2:12])[c:5]([C:6](=[O:7])[OH:8])[c:9]([Cl:11])[cH:10]1.